This data is from the Open Reaction Database (ORD), a public repository of structured organic reaction records. The task is: describe an organic reaction: reactants, conditions, products, and yield Starting materials: COC1=C(C=CC=C1OC)C=1OC(CN1)(C)C (2-(2,3-dimethoxyphenyl)-5,5-dimethyloxazoline), C(C)(C)[Mg]Cl.CCOCC (isopropylmagnesium chloride ether), [Cl-].[NH4+] (ammonium chloride). Run in O1CCCC1 (tetrahydrofuran). Run at temperature 10 celsius, time 8 hour. Yields the product C(C)(C)C1=C(C(=O)O)C=CC=C1OC (2-Isopropyl-3-Methoxybenzoic Acid). RXN SMILES: CO[C:3]1[C:8]([O:9][CH3:10])=[CH:7][CH:6]=[CH:5][C:4]=1[C:11]1[O:12]C(C)(C)CN=1.[CH:18]([Mg]Cl)([CH3:20])[CH3:19].CC[O:25]CC.[Cl-].[NH4+]>O1CCCC1>[CH:18]([C:3]1[C:8]([O:9][CH3:10])=[CH:7][CH:6]=[CH:5][C:4]=1[C:11]([OH:12])=[O:25])([CH3:20])[CH3:19] |f:1.2,3.4|. Reported procedure: A 500 mL round-bottom flask equipped with nitrogen purge, septum inlet, and magnetic stirring, was dried under an atmosphere of nitrogen and charged with 5 g (21.2 mmoles) of 2-(2,3-dimethoxyphenyl)-5,5-dimethyloxazoline (which was synthesized in a like manner according to EXAMPLE 10) and 100 mL of tetrahydrofuran. The solution was cooled to 10° C. and 58 mL of 2N isopropylmagnesium chloride/ether was added. The mixture was stirred at room temperature overnight and poured into a 1:1 mixture of s... The reactants are N1C=CC2=C(C=CC=C12)C(=O)N1C2CC(CC(C1)(C2)C)(C)C ((1H-indol-4-yl)-(1,3,3-trimethyl-6-aza-bicyclo[3.2.1]oct-6-yl)-methanone), [H-].[Na+] (sodium hydride), BrC(C(=O)OCC)C (ethyl bromopropionate). Solvent: CN(C)C=O (DMF). Conditions: temperature 60 celsius, time 72 hour. Yields the product C(C)OC(CCN1C=CC2=C(C=CC=C12)C(=O)N1C2CC(CC(C1)(C2)C)(C)C)=O (3-[4-(1,3,3-Trimethyl-6-aza-bicyclo[3.2.1]octane-6-carbonyl)-indol-1-yl]-propionic acid ethyl ester). Yield: 27.1%. As a reaction SMILES: [NH:1]1[C:9]2[C:4](=[C:5]([C:10]([N:12]3[CH2:18][C:17]4([CH3:20])[CH2:19][CH:13]3[CH2:14][C:15]([CH3:22])([CH3:21])[CH2:16]4)=[O:11])[CH:6]=[CH:7][CH:8]=2)[CH:3]=[CH:2]1.[H-].[Na+].Br[CH:26]([CH3:32])[C:27]([O:29][CH2:30][CH3:31])=[O:28]>CN(C=O)C>[CH2:30]([O:29][C:27](=[O:28])[CH2:26][CH2:32][N:1]1[C:9]2[C:4](=[C:5]([C:10]([N:12]3[CH2:18][C:17]4([CH3:20])[CH2:19][CH:13]3[CH2:14][C:15]([CH3:22])([CH3:21])[CH2:16]4)=[O:11])[CH:6]=[CH:7][CH:8]=2)[CH:3]=[CH:2]1)[CH3:31] |f:1.2|. Reported procedure: To a solution of (1H-indol-4-yl)-(1,3,3-trimethyl-6-aza-bicyclo[3.2.1]oct-6-yl)-methanone (82 mg, 0.27 mmol) in dry DMF (2 mL) at room temperature under an inert atmosphere of nitrogen was added sodium hydride (17 mg, 0.69 mmol, 60% dispersion in oil), and after stirring for 30 min ethyl bromopropionate (100 mg, 0.55 mmol) was added, and the reaction mixture was stirred for 72 h at 60° C. The reaction was quenched by the addition of water (20 mL) followed by extraction with DCM (3×50 mL). The co... As a reaction SMILES: [CH3:1][O:2][C:3](=[O:4])[c:5]1[s:6][c:7](-[c:11]2[cH:12][cH:13][cH:14][cH:15][cH:16]2)[cH:8][c:9]1[NH2:10].[CH:17]([CH3:18])([CH3:19])[I:20].[N:21]#[N:22].[O:23]=[CH:24][N:25]([CH3:26])[CH3:27]>>[CH3:1][O:2][C:3](=[O:4])[c:5]1[s:6][c:7](-[c:11]2[cH:12][cH:13][cH:14][cH:15][cH:16]2)[cH:8][c:9]1[NH:10][CH:17]([CH3:18])[CH3:19]. Reactants: COC(=O)c1sc(-c2ccccc2)cc1N, CC(C)I, N#N, CN(C)C=O. Product: COC(=O)c1sc(-c2ccccc2)cc1NC(C)C. Reactants: ClC1=CC=C2N1N=C(C(=C2C2=CC=C(C=C2)F)/C=C/C(=O)OCC)C(C)C (ethyl (2E)-3-[7-chloro-4-(4-fluorophenyl)-2-isopropylpyrrolo[1,2-b]pyridazin-3-yl]-2-propenoate), [H-].C(C(C)C)[Al+]CC(C)C (diisobutylaluminum hydride). The solvent is C1(=CC=CC=C1)C (toluene), C1(=CC=CC=C1)C (toluene). Reaction conditions: temperature -10 celsius, time 2 hour. Product: ClC1=CC=C2N1N=C(C(=C2C2=CC=C(C=C2)F)/C=C/CO)C(C)C ((2E)-3-[7-chloro-4-(4-fluorophenyl)-2-isopropylpyrrolo[1,2-b]pyridazin-3-yl]-2-propen-1-ol). Isolated yield 67.3%. Reaction SMILES: [Cl:1][C:2]1[N:6]2[N:7]=[C:8]([CH:25]([CH3:27])[CH3:26])[C:9](/[CH:18]=[CH:19]/[C:20](OCC)=[O:21])=[C:10]([C:11]3[CH:16]=[CH:15][C:14]([F:17])=[CH:13][CH:12]=3)[C:5]2=[CH:4][CH:3]=1.[H-].C([Al+]CC(C)C)C(C)C>C1(C)C=CC=CC=1>[Cl:1][C:2]1[N:6]2[N:7]=[C:8]([CH:25]([CH3:27])[CH3:26])[C:9](/[CH:18]=[CH:19]/[CH2:20][OH:21])=[C:10]([C:11]3[CH:12]=[CH:13][C:14]([F:17])=[CH:15][CH:16]=3)[C:5]2=[CH:4][CH:3]=1 |f:1.2|. Procedure details: To a solution of ethyl (2E)-3-[7-chloro-4-(4-fluorophenyl)-2-isopropylpyrrolo[1,2-b]pyridazin-3-yl]-2-propenoate (50 mg) in toluene was added dropwise 1.5 M diisobutylaluminum hydride (0.277 mL) in toluene (24 mL) in a dryice-acetone bath. After addition, the mixture was stirred for 2 hours (−10° C.). The reaction mixture was quenched with sodium, potassium-tartarate and was filtered through Celite. The organic layer was separated, dried over magnesium sulfate, and evaporated in vacuo. The resid... RXN SMILES: [CH2:1]([O:8][C:9]1[CH:14]=[CH:13][C:12]([C:15]2[O:19][C:18]([CH3:21])([CH3:20])[C:17](=[O:22])[CH:16]=2)=[CH:11][CH:10]=1)[C:2]1[CH:7]=[CH:6][CH:5]=[CH:4][CH:3]=1.C1C(=O)N([Br:30])C(=O)C1>C(Cl)(Cl)Cl>[CH2:1]([O:8][C:9]1[CH:14]=[CH:13][C:12]([C:15]2[O:19][C:18]([CH3:20])([CH3:21])[C:17](=[O:22])[C:16]=2[Br:30])=[CH:11][CH:10]=1)[C:2]1[CH:3]=[CH:4][CH:5]=[CH:6][CH:7]=1. Reactants: C(C1=CC=CC=C1)OC1=CC=C(C=C1)C1=CC(C(O1)(C)C)=O (5-(4-(benzyloxy)phenyl)-2,2-dimethylfuran-3(2H)-one), C1CC(=O)N(C1=O)Br (NBS). Run at time 2 hour. Product: C(C1=CC=CC=C1)OC1=CC=C(C=C1)C1=C(C(C(O1)(C)C)=O)Br (5-(4-(benzyloxy)phenyl)-4-bromo-2,2-dimethylfuran-3(2H)-one). Solvent: C(Cl)(Cl)Cl (CHCl3). Yield: 107.2%. Reported procedure: To a room temperature solution of 5-(4-(benzyloxy)phenyl)-2,2-dimethylfuran-3(2H)-one (1.5 g, 0.005 mol) in CHCl3 (50 mL), NBS (1.37 g, 0.007 mol) was added portionwise. The reaction mixture was stirred for 2 h at RT and then concentrated in vacuo to obtain the crude product. The residue was partitioned between water and DCM. The organic layer was separated, washed with water, dried over Na2SO4, and concentrated in vacuo to afford 5-(4-(benzyloxy)phenyl)-4-bromo-2,2-dimethylfuran-3(2H)-one (2.0 ... The reactants are ClC1=CC=C(C=C1)C(CO)C(F)(F)F (2-(4-chlorophenyl)3,3,3-trifluoropropanol), O(C1=CC=CC=C1)C=1C=C(CBr)C=CC1 (3-phenoxybenzyl bromide), HCl ice water, [H-].[Na+] (sodium hydride). Solvent: C1CCOC1 (THF), C1CCOC1 (THF). Product: O(C1=CC=CC=C1)C=1C=C(COCC(C(F)(F)F)C2=CC=C(C=C2)Cl)C=CC1 (2-(4-chlorophenyl)3,3,3-trifluoropropyl 3-phenoxybenzyl ether). As a reaction SMILES: [H-].[Na+].[Cl:3][C:4]1[CH:9]=[CH:8][C:7]([CH:10]([C:13]([F:16])([F:15])[F:14])[CH2:11][OH:12])=[CH:6][CH:5]=1.[O:17]([C:24]1[CH:25]=[C:26]([CH:29]=[CH:30][CH:31]=1)[CH2:27]Br)[C:18]1[CH:23]=[CH:22][CH:21]=[CH:20][CH:19]=1>C1COCC1>[O:17]([C:24]1[CH:25]=[C:26]([CH:29]=[CH:30][CH:31]=1)[CH2:27][O:12][CH2:11][CH:10]([C:7]1[CH:8]=[CH:9][C:4]([Cl:3])=[CH:5][CH:6]=1)[C:13]([F:14])([F:15])[F:16])[C:18]1[CH:19]=[CH:20][CH:21]=[CH:22][CH:23]=1 |f:0.1|. Procedure: Under a nitrogen atmosphere, 135 mg of sodium hydride (60% oil dispersion) was added to 20 ml of dry THF. A solution of 0.30 g or 2-(4-chlorophenyl)3,3,3-trifluoropropanol and 0.34 g of 3-phenoxybenzyl bromide in 20 ml of dry THF was then added with ice-cooling, and the reaction solution was stirred with ice-cooling for 1 hour and at room temperature for 12 hours. Thereafter, the reaction mixture was poured into dilute HCl-ice water and extracted twice with diethyl ether. The ether layers were c... Starting materials: C(C=C=CC)OC1=CC=C(C=C1)S(=O)(=O)N[C@@H](C(C)C)C(=O)O (N-{[4-(2,3-Pentadienyloxy)phenyl]sulfonyl}valine), CN1CCOCC1 (N-methylmorpholine), NO (hydroxylamine), ON1N=NC2=C1C=CC=C2 (1-hydroxybenzotriazol), Cl.CN(CCCN=C=NCC)C (1-[3-(dimethylamino)-propyl]-3-ethylcarbodimide hydrochloride). The solvent is CN(C=O)C (dimethylformamide). Yields the product ONC(C(C(C)C)NS(=O)(=O)C1=CC=C(C=C1)OCC=C=CC)=O (N-Hydroxy-3-methyl-2-({[4-(2,3-pentadienyloxy)phenyl]sulfonyl}amino)butanamide). Isolated yield 47.8%. Reaction SMILES: [CH2:1]([O:6][C:7]1[CH:12]=[CH:11][C:10]([S:13]([NH:16][C@H:17]([C:21]([OH:23])=O)[CH:18]([CH3:20])[CH3:19])(=[O:15])=[O:14])=[CH:9][CH:8]=1)[CH:2]=[C:3]=[CH:4][CH3:5].[OH:24][N:25]1C2C=CC=CC=2N=N1.Cl.CN(C)CCCN=C=NCC.CN1CCOCC1.NO>CN(C)C=O>[OH:24][NH:25][C:21](=[O:23])[CH:17]([NH:16][S:13]([C:10]1[CH:11]=[CH:12][C:7]([O:6][CH2:1][CH:2]=[C:3]=[CH:4][CH3:5])=[CH:8][CH:9]=1)(=[O:15])=[O:14])[CH:18]([CH3:20])[CH3:19] |f:2.3|. Procedure details: The procedure of Example 13 was followed using the product from Example 18 (230 mg, 0.67 mmol), 1-hydroxybenzotriazol (80 mg, 0.59 mmol), 1-[3-(dimethylamino)-propyl]-3-ethylcarbodimide hydrochloride (132 mg, 0.69 mmol), N-methylmorpholine (0.81 mmol, 0.74 mmol), and hydroxylamine (0.150 ml, 2.45 mmol) in dimethylformamide (5 ml) to give 100 mg (42%) of the product. Starting materials: O=C([O-])[O-], CC1(C)OB(c2cn[nH]c2)OC1(C)C, CC#N, CCOC(C)=O, [Cs+], [Cs+], FCCI. Yields the product CC1(C)OB(c2cnn(CCF)c2)OC1(C)C. Reaction SMILES: [C:19](=[O:20])([O-:21])[O-:22].[CH3:1][C:2]1([CH3:14])[O:3][B:4]([c:9]2[cH:10][n:11][nH:12][cH:13]2)[O:5][C:6]1([CH3:7])[CH3:8].[CH3:25][C:26]#[N:27].[CH3:28][CH2:29][O:30][C:31](=[O:32])[CH3:33].[Cs+:23].[Cs+:24].[F:15][CH2:16][CH2:17][I:18]>>[CH3:1][C:2]1([CH3:14])[O:3][B:4]([c:9]2[cH:10][n:11][n:12]([CH2:17][CH2:16][F:15])[cH:13]2)[O:5][C:6]1([CH3:7])[CH3:8].